From a dataset of the Open Reaction Database (ORD), a public repository of structured organic reaction records. describe an organic reaction: reactants, conditions, products, and yield The reactants are C(C)S(=O)(=O)N1C[C@H](CCC1)NC=1SC2=C(N1)C=CC(=C2)OC ((S)—N-(1-(ethylsulfonyl)piperidin-3-yl)-6-methoxybenzo[d]thiazol-2-amine), B(Br)(Br)Br (boron tribromide), C([O-])(O)=O.[Na+] (sodium bicarbonate). The solvent is O (water), C(C)(=O)OCC (ethyl acetate), ClCCl (dichloromethane). Run at time 135 minute. Yields the product C(C)S(=O)(=O)N1C[C@H](CCC1)NC=1SC2=C(N1)C=CC(=C2)O ((S)-2-(1-(ethylsulfonyl)piperidin-3-ylamino)benzo[d]thiazol-6-ol). Reaction SMILES: [CH2:1]([S:3]([N:6]1[CH2:11][CH2:10][CH2:9][C@H:8]([NH:12][C:13]2[S:14][C:15]3[CH:21]=[C:20]([O:22]C)[CH:19]=[CH:18][C:16]=3[N:17]=2)[CH2:7]1)(=[O:5])=[O:4])[CH3:2].B(Br)(Br)Br.C(=O)(O)[O-].[Na+]>ClCCl.O.C(OCC)(=O)C>[CH2:1]([S:3]([N:6]1[CH2:11][CH2:10][CH2:9][C@H:8]([NH:12][C:13]2[S:14][C:15]3[CH:21]=[C:20]([OH:22])[CH:19]=[CH:18][C:16]=3[N:17]=2)[CH2:7]1)(=[O:4])=[O:5])[CH3:2] |f:2.3|. Procedure: A solution of (S)—N-(1-(ethylsulfonyl)piperidin-3-yl)-6-methoxybenzo[d]thiazol-2-amine (1.22 g, 3.43 mmol) in dichloromethane (25 ml) under nitrogen atmosphere was treated with boron tribromide (1M in dichloromethane, 7.5 ml) at 0° C. Stirring was continued for 10 min at 0° C. and for 135 min at ambient temperature. The reaction mixture was carefully diluted with water (50 ml), ethyl acetate (200 ml) and treated with solid sodium bicarbonate (until no further gas development was observed). The m...